From a dataset of the Open Reaction Database (ORD), a public repository of structured organic reaction records. describe an organic reaction: reactants, conditions, products, and yield Starting materials: C=1(O)C(O)=CC=CC1 (catechol), [O-]CCCC.[Sn+4].[O-]CCCC.[O-]CCCC.[O-]CCCC (tin(IV) butoxide). The solvent is C1(=CC=CC=C1)C (toluene). Conditions: temperature 100 celsius. Yields the product C=1([O-])C([O-])=CC=CC1.[Sn+4].C=1([O-])C([O-])=CC=CC1 (Tin Catecholate). RXN SMILES: [C:1]1([C:3](=[CH:5][CH:6]=[CH:7][CH:8]=1)[OH:4])[OH:2].[O-]CCCC.[Sn+4:14].[O-]CCCC.[O-]CCCC.[O-]CCCC>C1(C)C=CC=CC=1>[C:1]1([C:3](=[CH:5][CH:6]=[CH:7][CH:8]=1)[O-:4])[O-:2].[Sn+4:14].[C:1]1([C:3](=[CH:5][CH:6]=[CH:7][CH:8]=1)[O-:4])[O-:2] |f:1.2.3.4.5,7.8.9|. Reported procedure: A solution of catechol (2.20 g, 20.0 mmol) and toluene (25 ml) was dehydrated by distilling 5 mL of the solution. Thereafter, 4.11 g (10.0 mmol) of tin(IV) butoxide was added to the solution while stirring. The mixed solution was refluxed for 1 hour, and then, while the distillation temperature was 100° C. or higher, distilled until the amount of the solution became half. After the distillation, volatile components of the residual mixed solution were vaporized under reduced pressure by a rotary ... Reactants: ClC1=C(C(=CC=2N1C=C(N2)C(=O)OCC)C)C(=O)OC(C)(C)C (6-tert-butyl 2-ethyl 5-chloro-7-methylimidazo[1,2-a]pyridine-2,6-dicarboxylate). The solvent is C(=O)(C(F)(F)F)O (TFA). Conditions: time 2 hour. The product is ClC1=C(C(=CC=2N1C=C(N2)C(=O)OCC)C)C(=O)O (5-chloro-2-(ethoxycarbonyl)-7-methylimidazo[1,2-a]pyridine-6-carboxylic acid). Isolated yield 140.5%. As a reaction SMILES: [Cl:1][C:2]1[N:7]2[CH:8]=[C:9]([C:11]([O:13][CH2:14][CH3:15])=[O:12])[N:10]=[C:6]2[CH:5]=[C:4]([CH3:16])[C:3]=1[C:17]([O:19]C(C)(C)C)=[O:18]>C(O)(C(F)(F)F)=O>[Cl:1][C:2]1[N:7]2[CH:8]=[C:9]([C:11]([O:13][CH2:14][CH3:15])=[O:12])[N:10]=[C:6]2[CH:5]=[C:4]([CH3:16])[C:3]=1[C:17]([OH:19])=[O:18]. Reported procedure: 6-tert-butyl 2-ethyl 5-chloro-7-methylimidazo[1,2-a]pyridine-2,6-dicarboxylate (11.4 g, 27.2 mmol, 1 equiv) was treated with TFA (100 mL) and stirred for 2 h. Upon completion, the reaction was concentrated in vacuo. The crude product was triturated in ether and filtered to provide the product (10.8 g, 100%) as a cream colored solid. LCMS (ESI, M+1): 283.1. Reactants: C(C)OC1=CC(=NC(=C1)C)N1CCN(CC1)C(=O)OC(C)(C)C (tert-Butyl 4-(4-ethoxy-6-methyl-2-pyridyl)piperazine-1-carboxylate), C(Cl)Cl (DCM). Run in FC(/C=C/C(=O)O)(F)F (trifluorocrotonic acid). Reaction conditions: time 2 hour. Product: Cl.C(C)OC1=CC(=NC(=C1)C)N1CCNCC1 (1-(4-Ethoxy-6-methyl-2-pyridyl)piperazine hydrochloride). RXN SMILES: [CH2:1]([O:3][C:4]1[CH:9]=[C:8]([CH3:10])[N:7]=[C:6]([N:11]2[CH2:16][CH2:15][N:14](C(OC(C)(C)C)=O)[CH2:13][CH2:12]2)[CH:5]=1)[CH3:2].C(Cl)[Cl:25]>FC(F)(F)/C=C/C(O)=O>[ClH:25].[CH2:1]([O:3][C:4]1[CH:9]=[C:8]([CH3:10])[N:7]=[C:6]([N:11]2[CH2:12][CH2:13][NH:14][CH2:15][CH2:16]2)[CH:5]=1)[CH3:2] |f:3.4|. Procedure: tert-Butyl 4-(4-ethoxy-6-methyl-2-pyridyl)piperazine-1-carboxylate (141 mg, 0.44 mmol) was dissolved in a mixture of DCM (5 ml) and trifluorocrotonic acid (5 ml) and left standing at room temperature for two hours. The mixture was concentrated under reduced pressure, the residue was dissolved in THF, evaporated again, dissolved again in THF. Hydrochloric acid (4N in dioxane) was added to precipitate the product, which was collected by filtration, washed with diethylether and dried under reduced ... The product is CCOC(=O)c1cc(Br)c(-c2cc(F)cc(C#N)c2)s1. RXN SMILES: [Br:1][c:2]1[cH:3][c:4]([C:8](=[O:9])[O:10][CH2:11][CH3:12])[s:5][c:6]1[Br:7].[C:31](=[O:32])([O-:33])[O-:34].[CH3:71][O:72][CH2:73][CH2:74][O:75][CH3:76].[CH:37]1([P:38]([CH:39]2[CH2:40][CH2:41][CH2:42][CH2:43][CH2:44]2)[c:45]2[cH:46][cH:47][cH:48][cH:49][c:50]2-[c:51]2[c:52]([CH:53]([CH3:54])[CH3:55])[cH:56][c:57]([CH:58]([CH3:59])[CH3:60])[cH:61][c:62]2[CH:63]([CH3:64])[CH3:65])[CH2:66][CH2:67][CH2:68][CH2:69][CH2:70]1.[Cs+:35].[Cs+:36].[F:13][c:14]1[cH:15][c:16]([C:29]#[N:30])[cH:17][c:18]([B:20]2[O:21][C:22]([CH3:23])([CH3:24])[C:25]([CH3:26])([CH3:27])[O:28]2)[cH:19]1.[O-:78][C:79]([CH3:80])=[O:81].[O-:82][C:83]([CH3:84])=[O:85].[OH2:86].[Pd+2:77]>>[Br:1][c:2]1[cH:3][c:4]([C:8](=[O:9])[O:10][CH2:11][CH3:12])[s:5][c:6]1-[c:18]1[cH:17][c:16]([C:29]#[N:30])[cH:15][c:14]([F:13])[cH:19]1. Starting materials: CCOC(=O)c1cc(Br)c(Br)s1, O=C([O-])[O-], COCCOC, CC(C)c1cc(C(C)C)c(-c2ccccc2P(C2CCCCC2)C2CCCCC2)c(C(C)C)c1, [Cs+], [Cs+], CC1(C)OB(c2cc(F)cc(C#N)c2)OC1(C)C, CC(=O)[O-], CC(=O)[O-], O, [Pd+2].